From a dataset of the Open Reaction Database (ORD), a public repository of structured organic reaction records. describe an organic reaction: reactants, conditions, products, and yield The reactants are COc1ccc(C(=CC=CC(=O)Oc2ccc([N+](=O)[O-])cc2)c2ccc(OC)cc2)cc1, C1CCOC1, NCCCc1cccc2ccncc12. Product: COc1ccc(C(=CC=CC(=O)NCCCc2cccc3ccncc23)c2ccc(OC)cc2)cc1. RXN SMILES: [N+:1]([c:2]1[cH:3][cH:4][c:5]([O:6][C:11]([CH:12]=[CH:13][CH:14]=[C:15]([c:16]2[cH:17][cH:18][c:19]([O:22][CH3:23])[cH:20][cH:21]2)[c:24]2[cH:25][cH:26][c:27]([O:30][CH3:31])[cH:28][cH:29]2)=[O:32])[cH:7][cH:8]1)([O-:9])=[O:10].[O:47]1[CH2:48][CH2:49][CH2:50][CH2:51]1.[cH:33]1[n:34][cH:35][cH:36][c:37]2[cH:38][cH:39][cH:40][c:41]([CH2:43][CH2:44][CH2:45][NH2:46])[c:42]12>>[C:11]([CH:12]=[CH:13][CH:14]=[C:15]([c:16]1[cH:17][cH:18][c:19]([O:22][CH3:23])[cH:20][cH:21]1)[c:24]1[cH:25][cH:26][c:27]([O:30][CH3:31])[cH:28][cH:29]1)(=[O:32])[NH:46][CH2:45][CH2:44][CH2:43][c:41]1[cH:40][cH:39][cH:38][c:37]2[cH:36][cH:35][n:34][cH:33][c:42]21.